Dataset: the Open Reaction Database (ORD), a public repository of structured organic reaction records. Task: describe an organic reaction: reactants, conditions, products, and yield Starting materials: C(C)(=O)NC=1C(C2=CC=CC=C2C(C1N)=O)=O (2-Acetamido-3-amino-1,4-naphthoquinone), C (charcoal). The reagents and catalysts are [Zn] (Zn). Run in C(C)(=O)O (acetic acid). Yields the product CC1=NC2=C(N1)C(C1=CC=CC=C1C2=O)=O (2-Methyl-1H-naphth[2,3-d]imidazole-4,9-dione). RXN SMILES: [C:1]([NH:4][C:5]1[C:6](=[O:17])[C:7]2[C:12]([C:13](=[O:16])[C:14]=1[NH2:15])=[CH:11][CH:10]=[CH:9][CH:8]=2)(=O)[CH3:2].C>C(O)(=O)C.[Zn]>[CH3:2][C:1]1[NH:15][C:14]2[C:13](=[O:16])[C:12]3[C:7]([C:6](=[O:17])[C:5]=2[N:4]=1)=[CH:8][CH:9]=[CH:10][CH:11]=3. Procedure: Method 2 (Acid-Promoted Cyclization): A solution of 3a (2.0 g, 0.0009 mol) and Zn (1.0 g) in glacial acetic acid (50 ml) was refluxed for 24 h. A small amount of activated charcoal was added, and the solution was then filtered. The filtrate was poured into a 4-fold excess of H2O. The pH was adjusted to 8 by addition of a solution of NaHCO3, and the resulting solution was then filtered. The recovered precipitate was recrystallized from EtOH to give a dark brown powder (4a). Reactants: C(C1=CC=CC=C1)O[C@@H]1C[C@H](C1)N1C(=NC2=C1C=C(C=C2)F)[C@H](C)N ((S)-1-[1-(trans-3-benzyloxycyclobutyl)-6-fluoro-1H-benzoimidazol-2-yl]ethylamine), ClC1=C2N=CN(C2=NC=N1)C1OCCCC1 (6-chloro-9-(tetrahydropyran-2-yl)-9H-purine), CCN(C(C)C)C(C)C (DIPEA). The solvent is CC(C)O (IPA). Reaction conditions: temperature 90 celsius. Product: C(C1=CC=CC=C1)O[C@@H]1C[C@H](C1)N1C(=NC2=C1C=C(C=C2)F)[C@H](C)NC2=C1N=CNC1=NC=N2 ([(S)-1-[1-(trans-3-Benzyloxycyclobutyl)-6-fluoro-1H-benzoimidazol-2-yl]ethyl]-(9H-purin-6-yl)amine). Yield: 42.3%. As a reaction SMILES: [CH2:1]([O:8][C@H:9]1[CH2:12][C@H:11]([N:13]2[C:17]3[CH:18]=[C:19]([F:22])[CH:20]=[CH:21][C:16]=3[N:15]=[C:14]2[C@@H:23]([NH2:25])[CH3:24])[CH2:10]1)[C:2]1[CH:7]=[CH:6][CH:5]=[CH:4][CH:3]=1.Cl[C:27]1[N:35]=[CH:34][N:33]=[C:32]2[C:28]=1[N:29]=[CH:30][N:31]2C1CCCCO1.CCN(C(C)C)C(C)C>CC(O)C>[CH2:1]([O:8][C@H:9]1[CH2:12][C@H:11]([N:13]2[C:17]3[CH:18]=[C:19]([F:22])[CH:20]=[CH:21][C:16]=3[N:15]=[C:14]2[C@@H:23]([NH:25][C:27]2[N:35]=[CH:34][N:33]=[C:32]3[C:28]=2[N:29]=[CH:30][NH:31]3)[CH3:24])[CH2:10]1)[C:2]1[CH:3]=[CH:4][CH:5]=[CH:6][CH:7]=1. Reported procedure: A mixture of (S)-1-[1-(trans-3-benzyloxycyclobutyl)-6-fluoro-1H-benzoimidazol-2-yl]ethylamine (210 mg, 0.62 mmol), 6-chloro-9-(tetrahydropyran-2-yl)-9H-purine (148 mg, 0.62 mmol) and DIPEA (0.55 mL, 3.09 mmol) in IPA (5 mL) was heated at 90° C. in a sealed vial for 16 h. After cooling to RT, the reaction mixture was concentrated in vacuo, dissolved in DCM and loaded onto an Isolute® SCX-2 cartridge which was washed with DCM, MeOH followed by 2M NH3/MeOH. The product containing fractions were com... Reactants: O(C1=CC=CC=C1)CCC=O (3-phenoxypropanal), BrCC(=O)OCC (ethyl bromoacetate). Product: OC(CC(=O)O)CCOC1=CC=CC=C1 (3-hydroxy-5-phenoxy valeric acid). RXN SMILES: [O:1]([CH2:8][CH2:9][CH:10]=[O:11])[C:2]1[CH:7]=[CH:6][CH:5]=[CH:4][CH:3]=1.Br[CH2:13][C:14]([O:16]CC)=[O:15]>>[OH:11][CH:10]([CH2:9][CH2:8][O:1][C:2]1[CH:7]=[CH:6][CH:5]=[CH:4][CH:3]=1)[CH2:13][C:14]([OH:16])=[O:15]. Procedure details: Magnetic microcapsules 21 were obtained in the same manner as in Example 15 except that the purified enzyme solution (1) in Example 15 was replaced by the crude enzyme solution (3) and (R)-3-hydroxybutyryl CoA was replaced by (R,S)-3-hydroxy-5-phenoxyvaleryl CoA (prepared by hydrolyzing 3-hydroxy-5-phenoxy valerate obtained through a Reformatsky reaction with zinc using 3-phenoxypropanal and ethyl bromoacetate as raw materials, which were synthesized according to a procedure described in J. Org....